The task is: describe an organic reaction: reactants, conditions, products, and yield. This data is from the Open Reaction Database (ORD), a public repository of structured organic reaction records. Reactants: CN1CCC2=C(C1=O)C(=CC=C2)N, CC1=NN(C=C1NC2=NC=C(C(=C2)I)C(F)(F)F)C. The reagents and catalysts are C(=O)([O-])[O-].[Cs+].[Cs+], CC1(C2=C(C(=CC=C2)P(C3=CC=CC=C3)C4=CC=CC=C4)OC5=C1C=CC=C5P(C6=CC=CC=C6)C7=CC=CC=C7)C, CC(=O)O.CC(=O)O.[Pd]. Run in C1COCCO1. Conditions: temperature 80 celsius. The product is CC1=NN(C=C1NC2=NC=C(C(=C2)NC3=CC=CC4=C3C(=O)N(CC4)C)C(F)(F)F)C. Yield: 33.7%. Reported procedure: A suspension of 8-amino-2-methyl-3,4-dihydroisoquinolin-1(2H)-one (23.06 mg, 0.13 mmol), N-(1,3-dimethyl-1H-pyrazol-4-yl)-4-iodo-5-(trifluoromethyl)pyridin-2-amine (50 mg, 0.13 mmol), diacetoxypalladium (1.469 mg, 6.54 µmol), (9,9-dimethyl-9H-xanthene-4,5-diyl)bis(diphenylphosphine) (7.57 mg, 0.01 mmol) and cesium carbonate (85 mg, 0.26 mmol) was stirred at 80 °C overnight under nitrogen. LCMS showed formation of more bis-arylation by-product than in _EN01775-08_ (DMA under micorwaves conditions... Reactants: CCOC(=O)Cn1ccc2ncnc(Nc3ccc(Oc4cccc(C(F)(F)F)c4)c(Cl)c3)c21, Cl, [Na+], C1CCOC1, [OH-]. Product: O=C(O)Cn1ccc2ncnc(Nc3ccc(Oc4cccc(C(F)(F)F)c4)c(Cl)c3)c21. RXN SMILES: [Cl:1][c:2]1[cH:3][c:4]([NH:19][c:20]2[c:21]3[c:22]([n:23][cH:24][n:25]2)[cH:26][cH:27][n:28]3[CH2:29][C:30](=[O:31])[O:32][CH2:33][CH3:34])[cH:5][cH:6][c:7]1[O:8][c:9]1[cH:10][c:11]([C:15]([F:16])([F:17])[F:18])[cH:12][cH:13][cH:14]1.[ClH:35].[Na+:42].[O:36]1[CH2:37][CH2:38][CH2:39][CH2:40]1.[OH-:41]>>[Cl:1][c:2]1[cH:3][c:4]([NH:19][c:20]2[c:21]3[c:22]([n:23][cH:24][n:25]2)[cH:26][cH:27][n:28]3[CH2:29][C:30](=[O:31])[OH:32])[cH:5][cH:6][c:7]1[O:8][c:9]1[cH:10][c:11]([C:15]([F:16])([F:17])[F:18])[cH:12][cH:13][cH:14]1.